From a dataset of the Open Reaction Database (ORD), a public repository of structured organic reaction records. describe an organic reaction: reactants, conditions, products, and yield The reactants are BrC1=NC(=C(N1Cl)Cl)C(C)OC (2-bromo-1-methoxyethyl-3,4-dichloroimidazole), C(C)C1=C(C(=CC=C1)CC)B(O)O (2,6-diethylphenylboronic acid). Reagents/catalysts: C=1C=CC(=CC1)[P](C=2C=CC=CC2)(C=3C=CC=CC3)[Pd]([P](C=4C=CC=CC4)(C=5C=CC=CC5)C=6C=CC=CC6)([P](C=7C=CC=CC7)(C=8C=CC=CC8)C=9C=CC=CC9)[P](C=1C=CC=CC1)(C=1C=CC=CC1)C=1C=CC=CC1 (Pd(PPh3)4). Solvent: C1(=CC=CC=C1)C (toluene). Run at temperature 110 celsius. Product: C(C)C1=C(C(=CC=C1)CC)C1=NC(=C(N1Cl)Cl)C(C)OC (2-(2,6-diethylphenyl)-1-methoxyethyl-3,4-dichloroimidazole). As a reaction SMILES: Br[C:2]1[N:6]([Cl:7])[C:5]([Cl:8])=[C:4]([CH:9]([O:11][CH3:12])[CH3:10])[N:3]=1.[CH2:13]([C:15]1[CH:20]=[CH:19][CH:18]=[C:17]([CH2:21][CH3:22])[C:16]=1B(O)O)[CH3:14]>C1(C)C=CC=CC=1.C1C=CC([P]([Pd]([P](C2C=CC=CC=2)(C2C=CC=CC=2)C2C=CC=CC=2)([P](C2C=CC=CC=2)(C2C=CC=CC=2)C2C=CC=CC=2)[P](C2C=CC=CC=2)(C2C=CC=CC=2)C2C=CC=CC=2)(C2C=CC=CC=2)C2C=CC=CC=2)=CC=1>[CH2:13]([C:15]1[CH:20]=[CH:19][CH:18]=[C:17]([CH2:21][CH3:22])[C:16]=1[C:2]1[N:6]([Cl:7])[C:5]([Cl:8])=[C:4]([CH:9]([O:11][CH3:12])[CH3:10])[N:3]=1)[CH3:14] |^1:36,38,57,76|. Reported procedure: A solution containing 2-bromo-1-methoxyethyl-3,4-dichloroimidazole (2.74 g, 10 mmol), 2,6-diethylphenylboronic acid (2.14 g, 12 mmol.) and Pd(PPh3)4 (0.23 mg, 0.2 mmol) in toluene/2M Na2CO3 (30 ml/15 mL) in a sealed tube is degassed, then allowed to heat to 110° C. overnight. The organic layer is separated and concentrated in vacuo to dryness. The residue is purified by column chromatography on silica gel (hexane/ethyl acetate 100/5) to obtain the 2-(2,6-diethylphenyl)-1-methoxyethyl-3,4-dichlor... Reactants: [H][H] (hydrogen), C(C)(=O)OC1OC(=O)C2=CC=CC=C12 (3-acetoxyphthalide), [H][H] (hydrogen). Reagents/catalysts: [Pd] (palladium-on-charcoal). Run in CO (methanol). Run at temperature 35 celsius, time 3 hour. The product is C1(=O)OCC2=CC=CC=C12 (phthalide). As a reaction SMILES: C([O:4][CH:5]1[C:14]2[C:9](=[CH:10][CH:11]=[CH:12][CH:13]=2)[C:7](=O)[O:6]1)(=O)C.[H][H]>[Pd].CO>[C:5]1([C:14]2[C:9](=[CH:10][CH:11]=[CH:12][CH:13]=2)[CH2:7][O:6]1)=[O:4]. Procedure details: In the manner described in Example 1, the autoclave is filled with 86.4 g of 3-acetoxyphthalide, 400 ml of methanol and 10 g of palladium-on-charcoal catalyst (Pd content 5 wt%), raised to 10 bars with hydrogen, and slowly heated to 35° C. The consumed hydrogen is first replaced by addition in the range up to 10 bars, and then again in the range up to 20 bars and after the reaction rate has decreased. After 3 hours the pressure remains constant. The catalyst is filtered off and the remaining sol... The reactants are N1=CC(=CC=C1)OCCO (2-[(3-pyridinyl)oxy]ethanol), BrCCCCCCBr (1,6-dibromohexane), [OH-].[Na+] (sodium hydroxide). Reagents/catalysts: S([O-])(O)(=O)=O.C(CCC)[N+](CCCC)(CCCC)CCCC (tetra-n-butylammonium bisulphate). Run in O (water). Conditions: time 5 hour. Yields the product BrCCCCCCOCCOC=1C=NC=CC1 (3-[2-[(6-Bromohexyl)oxy]ethoxy]pyridine). Reaction SMILES: [N:1]1[CH:6]=[CH:5][CH:4]=[C:3]([O:7][CH2:8][CH2:9][OH:10])[CH:2]=1.[Br:11][CH2:12][CH2:13][CH2:14][CH2:15][CH2:16][CH2:17]Br.[OH-].[Na+]>S(=O)(=O)(O)[O-].C([N+](CCCC)(CCCC)CCCC)CCC.O>[Br:11][CH2:12][CH2:13][CH2:14][CH2:15][CH2:16][CH2:17][O:10][CH2:9][CH2:8][O:7][C:3]1[CH:2]=[N:1][CH:6]=[CH:5][CH:4]=1 |f:2.3,4.5|. Reported procedure: A mixture of 2-[(3-pyridinyl)oxy]ethanol (1.9 g), 1,6-dibromohexane (6 ml), tetra-n-butylammonium bisulphate (0.5 g) and 50% w/v sodium hydroxide (20 ml) was stirred vigorously for 5 h, diluted with water (30 ml) and extracted with ethyl acetate (3×50 ml). The combined organic extracts were dried and evaporated in vacuo to give an oil which was purified by FCC eluting with hexane→ethylacetate to give the title compound (2.3 g) as an oil. T.l.c. (System E 80:20:1) Rf 0.63 Reported procedure: A mixture of 3.0 g of 4-(2',5'-dihydroxy-3',4',6'-trimethylphenyl)-2-methyl-2-butenol, 40 ml of methylene chloride, 6 ml of water, 5.6 g of sodium hydroxide, 0.6 g of potassium carbonate, 1.6 g of dimethyl sulphate and 0.25 g of tert.butylammonium bromide is stirred well at 30° C. under argon for 3 hours and thereafter poured into water. The aqueous mixture is extracted with diethyl ether, and the ether phase is washed in sequence with sodium bicarbonate solution and sodium chloride solution, dr... The solvent is O (water), C(Cl)Cl (methylene chloride), O (water). The reactants are OC1=C(C(=C(C(=C1C)C)O)C)CC=C(CO)C (4-(2',5'-dihydroxy-3',4',6'-trimethylphenyl)-2-methyl-2-butenol), [OH-].[Na+] (sodium hydroxide), C([O-])([O-])=O.[K+].[K+] (potassium carbonate), S(=O)(=O)(OC)OC (dimethyl sulphate), [Br-].C(C)(C)(C)[NH3+] (tert.butylammonium bromide). Reaction conditions: temperature 30 celsius, time 3 hour. Product: residue, COC1=C(C(=C(C(=C1C)C)OC)C)CC=C(CO)C (4-(2',5'-dimethoxy-3',4',6'-trimethylphenyl)-2-methyl-2-butenol). As a reaction SMILES: [OH:1][C:2]1[C:7]([CH3:8])=[C:6]([CH3:9])[C:5](O)=[C:4]([CH3:11])[C:3]=1[CH2:12][CH:13]=[C:14]([CH3:17])CO.[OH-].[Na+].[C:20](=[O:23])([O-])[O-].[K+].[K+].S([O:31][CH3:32])(OC)(=O)=O.[Br-].[C:34]([NH3+])(C)(C)C>O.C(Cl)Cl>[CH3:34][O:1][C:2]1[C:7]([CH3:8])=[C:6]([CH3:9])[C:5]([O:31][CH3:32])=[C:4]([CH3:11])[C:3]=1[CH2:12][CH:13]=[C:14]([CH3:17])[CH2:20][OH:23] |f:1.2,3.4.5,7.8|. Yield: 372.9%.